From a dataset of the Open Reaction Database (ORD), a public repository of structured organic reaction records. describe an organic reaction: reactants, conditions, products, and yield The reactants are CC(C)(C)OC(=O)NC1(c2ccc(-c3c(-c4ccccc4)oc4ccc(Br)cc4c3=O)cc2)CCC1, NC1(c2ccc(-c3c(-c4ccccc4)oc4ccc(F)cc4c3=O)cc2)CCC1. The product is NC1(c2ccc(-c3c(-c4ccccc4)oc4ccc(Br)cc4c3=O)cc2)CCC1. Reaction SMILES: [C:30]([O:31][C:32](=[O:33])[NH:36][C:37]1([c:41]2[cH:42][cH:43][c:44](-[c:47]3[c:48](-[c:59]4[cH:60][cH:61][cH:62][cH:63][cH:64]4)[o:49][c:50]4[cH:51][cH:52][c:53]([Br:58])[cH:54][c:55]4[c:56]3=[O:57])[cH:45][cH:46]2)[CH2:38][CH2:39][CH2:40]1)([CH3:34])([CH3:35])[CH3:65].[NH2:1][C:2]1([c:3]2[cH:4][cH:5][c:6](-[c:7]3[c:8](=[O:9])[c:10]4[c:11]([cH:12][cH:13][c:14]([F:15])[cH:16]4)[o:17][c:18]3-[c:19]3[cH:20][cH:21][cH:22][cH:23][cH:24]3)[cH:25][cH:26]2)[CH2:27][CH2:28][CH2:29]1>>[NH2:36][C:37]1([c:41]2[cH:42][cH:43][c:44](-[c:47]3[c:48](-[c:59]4[cH:60][cH:61][cH:62][cH:63][cH:64]4)[o:49][c:50]4[cH:51][cH:52][c:53]([Br:58])[cH:54][c:55]4[c:56]3=[O:57])[cH:45][cH:46]2)[CH2:38][CH2:39][CH2:40]1.